This data is from the Open Reaction Database (ORD), a public repository of structured organic reaction records. The task is: describe an organic reaction: reactants, conditions, products, and yield The reactants are C(#N)C1CCN(CC1)C(=O)N1CC(CC(C1)C1=CC=C(C=C1)OC(F)(F)F)C(N)=S (1-[(4-Cyanopiperidin-1-yl)carbonyl]-5-[4-(trifluoromethoxy)phenyl]piperidine-3-carbothioamide), BrCC(C(C)(C)C)=O (1-bromo-3,3-dimethylbutan-2-one). Yields the product C(C)(C)(C)C=1N=C(SC1)C1CN(CC(C1)C1=CC=C(C=C1)OC(F)(F)F)C(=O)N1CCC(CC1)C#N (1-({3-(4-tert-Butyl-1,3-thiazol-2-yl)-5-[4-(trifluoromethoxy)phenyl]piperidin-1-yl}carbonyl)-piperidine-4-carbonitrile). Reaction SMILES: [C:1]([CH:3]1[CH2:8][CH2:7][N:6]([C:9]([N:11]2[CH2:16][CH:15]([C:17]3[CH:22]=[CH:21][C:20]([O:23][C:24]([F:27])([F:26])[F:25])=[CH:19][CH:18]=3)[CH2:14][CH:13]([C:28](=[S:30])[NH2:29])[CH2:12]2)=[O:10])[CH2:5][CH2:4]1)#[N:2].Br[CH2:32][C:33](=O)[C:34]([CH3:37])([CH3:36])[CH3:35]>>[C:34]([C:33]1[N:29]=[C:28]([CH:13]2[CH2:14][CH:15]([C:17]3[CH:22]=[CH:21][C:20]([O:23][C:24]([F:26])([F:25])[F:27])=[CH:19][CH:18]=3)[CH2:16][N:11]([C:9]([N:6]3[CH2:5][CH2:4][CH:3]([C:1]#[N:2])[CH2:8][CH2:7]3)=[O:10])[CH2:12]2)[S:30][CH:32]=1)([CH3:37])([CH3:36])[CH3:35]. Procedure details: 200 mg (about 0.204 mmol) of the compound from Example 117A and 55 mg (0.300 mmol) of 1-bromo-3,3-dimethylbutan-2-one were reacted according to the General Method 3. Yield: 43 mg (40% of theory).